Task: describe an organic reaction: reactants, conditions, products, and yield. Dataset: the Open Reaction Database (ORD), a public repository of structured organic reaction records The reactants are COC=1C=C(CC2N(CCCC3=C2C=C(C(=C3)OC)OC)C(C(=O)O)C3=CC=CC=C3)C=CC1OC ([1-(3,4-dimethoxy-benzyl)-7,8-dimethoxy-1,3,4,5-tetrahydro-benzo[c]azepin-2-yl]-phenyl-acetic acid), [Cl-].[NH4+] (ammonium chloride). Product: COC=1C=C(CC2N(CCCC3=C2C=C(C(=C3)OC)OC)C(C(=O)N)C3=CC=CC=C3)C=CC1OC (2-[1-(3,4-Dimethoxy-benzyl)-7,8-dimethoxy-1,3,4,5-tetrahydro-benzo[c]azepin-2-yl]-2-phenyl-acetamide). Reaction SMILES: [CH3:1][O:2][C:3]1[CH:4]=[C:5]([CH:32]=[CH:33][C:34]=1[O:35][CH3:36])[CH2:6][CH:7]1[C:13]2[CH:14]=[C:15]([O:20][CH3:21])[C:16]([O:18][CH3:19])=[CH:17][C:12]=2[CH2:11][CH2:10][CH2:9][N:8]1[CH:22]([C:26]1[CH:31]=[CH:30][CH:29]=[CH:28][CH:27]=1)[C:23]([OH:25])=O.[Cl-].[NH4+:38]>>[CH3:1][O:2][C:3]1[CH:4]=[C:5]([CH:32]=[CH:33][C:34]=1[O:35][CH3:36])[CH2:6][CH:7]1[C:13]2[CH:14]=[C:15]([O:20][CH3:21])[C:16]([O:18][CH3:19])=[CH:17][C:12]=2[CH2:11][CH2:10][CH2:9][N:8]1[CH:22]([C:26]1[CH:27]=[CH:28][CH:29]=[CH:30][CH:31]=1)[C:23]([NH2:38])=[O:25] |f:1.2|. Reported procedure: prepared by reaction of [1-(3,4-dimethoxy-benzyl)-7,8-dimethoxy-1,3,4,5-tetrahydro-benzo[c]azepin-2-yl]-phenyl-acetic acid with ammonium chloride. Reactants: ClCCl, COc1cccc2c1CCC2NC(CCCO)c1nc(-c2ccccc2)c(-c2ccccc2)o1. Yields the product COc1cccc2c1CCC2N1CCCC1c1nc(-c2ccccc2)c(-c2ccccc2)o1. Reaction SMILES: [Cl:35][CH2:36][Cl:37].[OH:1][CH2:2][CH2:3][CH2:4][CH:5]([c:6]1[o:7][c:8](-[c:17]2[cH:18][cH:19][cH:20][cH:21][cH:22]2)[c:9](-[c:11]2[cH:12][cH:13][cH:14][cH:15][cH:16]2)[n:10]1)[NH:23][CH:24]1[CH2:25][CH2:26][c:27]2[c:28]([O:33][CH3:34])[cH:29][cH:30][cH:31][c:32]21>>[CH2:2]1[CH2:3][CH2:4][CH:5]([c:6]2[o:7][c:8](-[c:17]3[cH:18][cH:19][cH:20][cH:21][cH:22]3)[c:9](-[c:11]3[cH:12][cH:13][cH:14][cH:15][cH:16]3)[n:10]2)[N:23]1[CH:24]1[CH2:25][CH2:26][c:27]2[c:28]([O:33][CH3:34])[cH:29][cH:30][cH:31][c:32]21. Starting materials: [Cl-].[Al+3].[Cl-].[Cl-] (aluminum chloride), COC(=O)C1=CC=C(C=2NC(=NC21)C2=CC=C(C=C2)Cl)OC (2-(4-chloro-phenyl)-7-methoxy-1H-benzoimidazole-4-carboxylic acid methyl ester), Cl (HCl). The solvent is C1(=CC=CC=C1)C (toluene). Reaction conditions: time 30 minute. Yields the product ClC1=CC=C(C=C1)C1=NC2=C(N1)C(=CC=C2C(=O)O)O (2-(4-chloro-phenyl)-7-hydroxy-1H-benzoimidazole-4-carboxylic acid). Yield: 82.0%. Reaction SMILES: C[O:2][C:3]([C:5]1[C:13]2[N:12]=[C:11]([C:14]3[CH:19]=[CH:18][C:17]([Cl:20])=[CH:16][CH:15]=3)[NH:10][C:9]=2[C:8]([O:21]C)=[CH:7][CH:6]=1)=[O:4].[Cl-].[Al+3].[Cl-].[Cl-].Cl>C1(C)C=CC=CC=1>[Cl:20][C:17]1[CH:16]=[CH:15][C:14]([C:11]2[NH:10][C:9]3[C:8]([OH:21])=[CH:7][CH:6]=[C:5]([C:3]([OH:4])=[O:2])[C:13]=3[N:12]=2)=[CH:19][CH:18]=1 |f:1.2.3.4|. Procedure details: 2-(4-chloro-phenyl)-7-methoxy-1H-benzoimidazole-4-carboxylic acid methyl ester (1.0 g, 3.16 mmol) obtained in step 2 was dissolved in 10 ml of toluene, aluminum chloride (2.11 g, 15.8 mmol) was added thereto and refluxed for 8 hours. The resulting solution was cooled to room temperature, the reaction was stopped by adding 3 N HCl thereto and stirred for 30 min. The precipitate formed was filtered, washed with benzene and dried to obtain the title compound (745 mg, 2.59 mmol) in a yield of 82%. The reactants are C(C)C1=C(C=CC(=C1)CO)C1=CC=CC=C1 ((2-ethyl-biphenyl-4-yl)-methanol), C1=CC=C(C=C1)P(C2=CC=CC=C2)C3=CC=CC=C3 (PPh3), C(Br)(Br)(Br)Br (CBr4). The solvent is C(Cl)Cl (DCM), C(Cl)Cl (DCM). Run at temperature 0 celsius, time 1 hour. Yields the product BrCC1=CC(=C(C=C1)C1=CC=CC=C1)CC (4-bromomethyl-2-ethyl-biphenyl). RXN SMILES: [CH2:1]([C:3]1[CH:8]=[C:7]([CH2:9]O)[CH:6]=[CH:5][C:4]=1[C:11]1[CH:16]=[CH:15][CH:14]=[CH:13][CH:12]=1)[CH3:2].C1C=CC(P(C2C=CC=CC=2)C2C=CC=CC=2)=CC=1.C(Br)(Br)(Br)[Br:37]>C(Cl)Cl>[Br:37][CH2:9][C:7]1[CH:6]=[CH:5][C:4]([C:11]2[CH:16]=[CH:15][CH:14]=[CH:13][CH:12]=2)=[C:3]([CH2:1][CH3:2])[CH:8]=1. Procedure details: To a mixture of (2-ethyl-biphenyl-4-yl)-methanol (780 mg, 3.67 mmol) and PPh3 (1.44 g, 5.5 mmol) in DCM (15 mL) at 0° C. is added CBr4 (1.82 g, 5.5 mmol) in DCM (2 mL). The reaction is stirred at 0° C. for 1 h followed by concentration. The residue obtained is purified by silica gel chromatography (5% EtOAc in hexanes) to give 4-bromomethyl-2-ethyl-biphenyl as a colorless oil. Starting materials: CCO, [C-]#[N+]C1(C)CC2CN(C(=O)N(C)C)CC2C1, Cl. Yields the product CN(C)C(=O)N1CC2CC(C)(N)CC2C1. Reaction SMILES: [CH3:18][CH2:19][OH:20].[CH3:1][N:2]([C:3](=[O:4])[N:5]1[CH2:6][CH:7]2[CH:8]([CH2:9]1)[CH2:10][C:11]([CH3:13])([N+:14]#[C-:15])[CH2:12]2)[CH3:16].[ClH:17]>>[CH3:1][N:2]([C:3](=[O:4])[N:5]1[CH2:6][CH:7]2[CH:8]([CH2:9]1)[CH2:10][C:11]([CH3:13])([NH2:14])[CH2:12]2)[CH3:16]. The product is C(C)N(CC(COC1=CC(=C(C=C1)CC(=O)OC)OCC(F)(F)F)O)CC (methyl 4-(3-diethylamino-2-hydroxypropyloxy)-2-(2,2,2-trifluoroethoxy)phenylacetate). As a reaction SMILES: [CH2:1]([O:5][C:6]1[CH:11]=[CH:10][C:9]([CH2:12][C:13]([O:15][CH3:16])=[O:14])=[C:8]([O:17][CH2:18][C:19]([F:22])([F:21])[F:20])[CH:7]=1)[CH:2]1[O:4][CH2:3]1.[CH2:23]([NH:25][CH2:26][CH3:27])[CH3:24]>CO>[CH2:23]([N:25]([CH2:26][CH3:27])[CH2:3][CH:2]([OH:4])[CH2:1][O:5][C:6]1[CH:11]=[CH:10][C:9]([CH2:12][C:13]([O:15][CH3:16])=[O:14])=[C:8]([O:17][CH2:18][C:19]([F:22])([F:21])[F:20])[CH:7]=1)[CH3:24]. Procedure details: To a solution of methyl 4-(glycidyloxy)-2-(2,2,2-trifluoroethoxy)phenylacetate (0.25 g, 0.81 mmol) from Step 1 of Example 34 in MeOH (3 mL) was added diethylamine (0.5 mL). The solution was kept at ambient temperature for 12 h. The solvent was removed under reduced pressure and the residue was partitioned between EtOAc (50 mL) and water (25 mL). The organic phase was dried (MgSO4), filtered, and the solvent was removed under reduced pressure to give methyl 4-(3-diethylamino-2-hydroxypropyloxy)-2... Reactants: C(C1CO1)OC1=CC(=C(C=C1)CC(=O)OC)OCC(F)(F)F (methyl 4-(glycidyloxy)-2-(2,2,2-trifluoroethoxy)-phenylacetate), C(C)NCC (diethylamine). Run in CO (MeOH). Run at time 12 hour. Reactants: [Cl-].[NH+]1=CC=CC=C1 (pyridinium chloride), C(C)(C)(C)C1=CC=C(CCOC2=CC=C(N)C=C2)C=C1 (4-(4-tert-butylphenethyloxy)aniline), CON(C(=O)Cl)C (N-methoxy-N-methylcarbamyl chloride), N1=CC=CC=C1 (pyridine). Solvent: C1(=CC=CC=C1)C (toluene), O (water). Product: C(C)(C)(C)C1=CC=C(CCOC2=CC=C(C=C2)NC(N(C)OC)=O)C=C1 (N'-[4-(4-tert-butylphenethyloxy)phenyl]-N-methoxy-N-methylurea). Isolated yield 26.1%. Reaction SMILES: [C:1]([C:5]1[CH:20]=[CH:19][C:8]([CH2:9][CH2:10][O:11][C:12]2[CH:18]=[CH:17][C:15]([NH2:16])=[CH:14][CH:13]=2)=[CH:7][CH:6]=1)([CH3:4])([CH3:3])[CH3:2].[CH3:21][O:22][N:23]([CH3:27])[C:24](Cl)=[O:25].N1C=CC=CC=1.[Cl-].[NH+]1C=CC=CC=1>O.C1(C)C=CC=CC=1>[C:1]([C:5]1[CH:20]=[CH:19][C:8]([CH2:9][CH2:10][O:11][C:12]2[CH:13]=[CH:14][C:15]([NH:16][C:24](=[O:25])[N:23]([O:22][CH3:21])[CH3:27])=[CH:17][CH:18]=2)=[CH:7][CH:6]=1)([CH3:4])([CH3:2])[CH3:3] |f:3.4|. Procedure details: A mixture of 26.9 g of 4-(4-tert-butylphenethyloxy)aniline, 13 g of N-methoxy-N-methylcarbamyl chloride, 10 ml of pyridine and 300 ml of toluene is heated under reflux for 7 hours. Thereafter, water is added to dissolve pyridinium chloride, and the separated toluene layer is washed with dilute hydrochloric acid, thoroughly washed with water and dried over anhydrous sodium sulfate. The solvent is then removed under reduced pressure, and the crude crystals obtained are repeatedly recrystallized fr... Starting materials: acetal, Cl\C=C/Cl (Cis-1,2-dichloroethylene), C(C)OC(C#C)OCC (3,3-diethoxypropyne), C(CCC)N (n-butylamine), Cl\C=C/C#CC(OCC)OCC ((Z)-5-chloro-1,1-diethoxy-4-pentene-2-yne), C[Si](C)(C)C#C (trimethylsilylacetylene), C(CCC)N (n-butylamine). The reagents and catalysts are [Cu](I)I (copper iodide), C1(=CC=CC=C1)P(C1=CC=CC=C1)C1=CC=CC=C1.C1(=CC=CC=C1)P(C1=CC=CC=C1)C1=CC=CC=C1.C1(=CC=CC=C1)P(C1=CC=CC=C1)C1=CC=CC=C1.C1(=CC=CC=C1)P(C1=CC=CC=C1)C1=CC=CC=C1.[Pd] (palladium tetrakis(triphenylphosphine)), [Cu](I)I (copper iodide), C1(=CC=CC=C1)P(C1=CC=CC=C1)C1=CC=CC=C1.C1(=CC=CC=C1)P(C1=CC=CC=C1)C1=CC=CC=C1.C1(=CC=CC=C1)P(C1=CC=CC=C1)C1=CC=CC=C1.C1(=CC=CC=C1)P(C1=CC=CC=C1)C1=CC=CC=C1.[Pd] (palladium tetrakis(triphenylphosphine)). Yields the product C(C)OC(C#C\C=C/C#C[Si](C)(C)C)OCC ((Z)-7,7-diethoxy-1-trimethylsilyl-3-hepten-1,5-diyne). Reaction SMILES: Cl/C=C\Cl.C(OC(OCC)C#C)C.C(N)CCC.Cl/[CH:20]=[CH:21]\[C:22]#[C:23][CH:24]([O:28][CH2:29][CH3:30])[O:25][CH2:26][CH3:27].[CH3:31][Si:32]([C:35]#[CH:36])([CH3:34])[CH3:33]>[Cu](I)I.C1(P(C2C=CC=CC=2)C2C=CC=CC=2)C=CC=CC=1.C1(P(C2C=CC=CC=2)C2C=CC=CC=2)C=CC=CC=1.C1(P(C2C=CC=CC=2)C2C=CC=CC=2)C=CC=CC=1.C1(P(C2C=CC=CC=2)C2C=CC=CC=2)C=CC=CC=1.[Pd]>[CH2:26]([O:25][CH:24]([O:28][CH2:29][CH3:30])[C:23]#[C:22]/[CH:21]=[CH:20]\[C:36]#[C:35][Si:32]([CH3:34])([CH3:33])[CH3:31])[CH3:27] |f:6.7.8.9.10|. Procedure: The diynene acetal X may be synthesized using the following procedure. Cis-1,2-dichloroethylene is reacted with 3,3-diethoxypropyne in the presence of copper iodide, palladium tetrakis(triphenylphosphine) and n-butylamine, at room temperature and in the absence of light. The product, (Z)-5-chloro-1,1-diethoxy-4-pentene-2-yne is treated with trimethylsilylacetylene in the presence of copper iodide, palladium tetrakis(triphenylphosphine), and n-butylamine at room temperature and away from light to... Starting materials: NC=1C=C(C(=CC1)C=CC=1C(=CC(=CC1)N)S(=O)(=O)O)S(=O)(=O)O (4,4'-diamino-2,2'-stilbenedisulfonic acid), N1=C(Cl)N=C(Cl)N=C1Cl (cyanuric chloride), ice, [OH-].[Na+] (sodium hydroxide). Solvent: CC(=O)C (acetone). The product is ClC1=NC(=NC(=N1)Cl)NC=1C=C(C(=CC1)C=CC=1C(=CC(=CC1)NC1=NC(=NC(=N1)Cl)Cl)S(=O)(=O)[O-])S(=O)(=O)[O-].[Na+].[Na+] (disodium 4,4'-bis(4,6-dichloro-s-triazin-2-ylamino)-2,2'-stilbenedisulfonate). As a reaction SMILES: [NH2:1][C:2]1[CH:3]=[C:4]([S:21]([OH:24])(=[O:23])=[O:22])[C:5]([CH:8]=[CH:9][C:10]2[C:11]([S:17]([OH:20])(=[O:19])=[O:18])=[CH:12][C:13]([NH2:16])=[CH:14][CH:15]=2)=[CH:6][CH:7]=1.[N:25]1[C:32]([Cl:33])=[N:31][C:29]([Cl:30])=[N:28][C:26]=1Cl.[OH-].[Na+:35]>CC(C)=O>[Cl:30][C:29]1[N:31]=[C:32]([Cl:33])[N:25]=[C:26]([NH:1][C:2]2[CH:3]=[C:4]([S:21]([O-:24])(=[O:23])=[O:22])[C:5]([CH:8]=[CH:9][C:10]3[C:11]([S:17]([O-:20])(=[O:19])=[O:18])=[CH:12][C:13]([NH:16][C:26]4[N:25]=[C:32]([Cl:33])[N:31]=[C:29]([Cl:30])[N:28]=4)=[CH:14][CH:15]=3)=[CH:6][CH:7]=2)[N:28]=1.[Na+:35].[Na+:35] |f:2.3,5.6.7|. Procedure: Disodium 4,4'-bis(4,6-dichloro-s-triazin-2-ylamino)-2,2'-stilbenedisulfonate was prepared by interaction of 500 pounds of 4,4'-diamino-2,2'-stilbenedisulfonic acid with a solution of 500 pounds of cyanuric chloride in 2100 pounds of acetone in an aqueous reaction medium at pH 7-8 prepared by mixing 3200 pounds of crushed ice and approximately 2100 pounds of 10 percent aqueous sodium hydroxide solution. The disodium 4,4'-bis(4,6-dichloro-s-triazin-2-ylamino)-2,2'-stilbenedisulfonate thus obtained...